This data is from the Open Reaction Database (ORD), a public repository of structured organic reaction records. The task is: describe an organic reaction: reactants, conditions, products, and yield The reactants are CC(=O)O, COCC1OC(n2cnc3c(NCC(c4ccccc4)c4ccccc4)nc(CN)nc32)C(O)C1O, CC(C)(C)OC(=O)N1CCC(=O)CC1, C1CCOC1. Product: COCC1OC(n2cnc3c(NCC(c4ccccc4)c4ccccc4)nc(CNC4CCN(C(=O)OC(C)(C)C)CC4)nc32)C(O)C1O. RXN SMILES: [CH3:51][C:52](=[O:53])[OH:54].[NH2:1][CH2:2][c:3]1[n:4][c:5]([NH:22][CH2:23][CH:24]([c:25]2[cH:26][cH:27][cH:28][cH:29][cH:30]2)[c:31]2[cH:32][cH:33][cH:34][cH:35][cH:36]2)[c:6]2[n:7][cH:8][n:9]([CH:12]3[O:13][CH:14]([CH2:19][O:20][CH3:21])[CH:15]([OH:18])[CH:16]3[OH:17])[c:10]2[n:11]1.[O:37]=[C:38]1[CH2:39][CH2:40][N:41]([C:44](=[O:45])[O:46][C:47]([CH3:48])([CH3:49])[CH3:50])[CH2:42][CH2:43]1.[O:55]1[CH2:56][CH2:57][CH2:58][CH2:59]1>>[NH:1]([CH2:2][c:3]1[n:4][c:5]([NH:22][CH2:23][CH:24]([c:25]2[cH:26][cH:27][cH:28][cH:29][cH:30]2)[c:31]2[cH:32][cH:33][cH:34][cH:35][cH:36]2)[c:6]2[n:7][cH:8][n:9]([CH:12]3[O:13][CH:14]([CH2:19][O:20][CH3:21])[CH:15]([OH:18])[CH:16]3[OH:17])[c:10]2[n:11]1)[CH:38]1[CH2:39][CH2:40][N:41]([C:44](=[O:45])[O:46][C:47]([CH3:48])([CH3:49])[CH3:50])[CH2:42][CH2:43]1. Reactants: C1(CC1)C1=NC2=C(N1C)C=C(C=C2)N2C(C=C(C=C2)O)=O (1-(2-cyclopropyl-1-methyl-1H-benzimidazol-6-yl)-4-hydroxypyridin-2(1H)-one), CC=1N=C(SC1)CO ((4-methyl-1,3-thiazol-2-yl)methanol), C1(=CC=CC=C1)P(C1=CC=CC=C1)C1=CC=CC=C1 (triphenylphosphine), N(=NC(=O)OCCOC)C(=O)OCCOC (bis(2-methoxyethyl) azodicarboxylate). The solvent is C1CCOC1 (THF), O (water). Reaction conditions: time 3 hour. The product is C1(CC1)C1=NC2=C(N1C)C=C(C=C2)N2C(C=C(C=C2)OCC=2SC=C(N2)C)=O (1-(2-Cyclopropyl-1-methyl-1H-benzimidazol-6-yl)-4-((4-methyl-1,3-thiazol-2-yl)methoxy)pyridin-2(1H)-one). Isolated yield 16.2%. Reaction SMILES: [CH:1]1([C:4]2[N:8]([CH3:9])[C:7]3[CH:10]=[C:11]([N:14]4[CH:19]=[CH:18][C:17]([OH:20])=[CH:16][C:15]4=[O:21])[CH:12]=[CH:13][C:6]=3[N:5]=2)[CH2:3][CH2:2]1.[CH3:22][C:23]1[N:24]=[C:25]([CH2:28]O)[S:26][CH:27]=1.C1(P(C2C=CC=CC=2)C2C=CC=CC=2)C=CC=CC=1.N(C(OCCOC)=O)=NC(OCCOC)=O>C1COCC1.O>[CH:1]1([C:4]2[N:8]([CH3:9])[C:7]3[CH:10]=[C:11]([N:14]4[CH:19]=[CH:18][C:17]([O:20][CH2:28][C:25]5[S:26][CH:27]=[C:23]([CH3:22])[N:24]=5)=[CH:16][C:15]4=[O:21])[CH:12]=[CH:13][C:6]=3[N:5]=2)[CH2:2][CH2:3]1. Procedure: To a solution of 1-(2-cyclopropyl-1-methyl-1H-benzimidazol-6-yl)-4-hydroxypyridin-2(1H)-one (50 mg), (4-methyl-1,3-thiazol-2-yl)methanol (45.9 mg) and triphenylphosphine (140 mg) in THF (5 ml) was added bis(2-methoxyethyl) azodicarboxylate (125 mg), and the mixture was stirred at room temperature for 3 h. The mixture was poured into water and extracted with EtOAc. The extract was washed with brine, dried over MgSO4, concentrated and purified by silica gel column chromatography (hexane/EtOAc then... Reactants: CCC(=O)Cl, CCOCC, CN(C)c1ccccn1, ClCCl, Cl, CCOC(=O)c1ccc(C#CC=CC2=C(C)CCCC2O)cc1, c1ccncc1. Yields the product CCOC(=O)c1ccc(C#CC=CC2=C(C)CCCC2OC(=O)CC)cc1. As a reaction SMILES: [C:30]([CH2:31][CH3:32])(=[O:33])[Cl:34].[CH2:47]([O:48][CH2:49][CH3:50])[CH3:51].[CH3:35][N:36]([c:37]1[cH:38][cH:39][cH:40][cH:41][n:42]1)[CH3:43].[Cl:44][CH2:45][Cl:46].[ClH:52].[OH:1][CH:2]1[CH2:3][CH2:4][CH2:5][C:6]([CH3:23])=[C:7]1[CH:8]=[CH:9][C:10]#[C:11][c:12]1[cH:13][cH:14][c:15]([C:16](=[O:17])[O:18][CH2:19][CH3:20])[cH:21][cH:22]1.[cH:24]1[cH:25][cH:26][n:27][cH:28][cH:29]1>>[O:1]([CH:2]1[CH2:3][CH2:4][CH2:5][C:6]([CH3:23])=[C:7]1[CH:8]=[CH:9][C:10]#[C:11][c:12]1[cH:13][cH:14][c:15]([C:16](=[O:17])[O:18][CH2:19][CH3:20])[cH:21][cH:22]1)[C:30]([CH2:31][CH3:32])=[O:33]. Starting materials: [OH-].[Na+] (NaOH), C(C)OC(=O)C=1NC=C(C1)CCC1=CC=C(C=C1)Cl (4-[2-(4-chlorophenyl)-ethyl]-1H-pyrrole-2-carboxylic acid ethyl ester). The solvent is CO (MeOH). The product is ClC1=CC=C(C=C1)CCC=1C=C(NC1)C(=O)O (4-[2-(4-chlorophenyl)-ethyl]-1H-pyrrole-2-carboxylic acid). As a reaction SMILES: [OH-].[Na+].C([O:5][C:6]([C:8]1[NH:9][CH:10]=[C:11]([CH2:13][CH2:14][C:15]2[CH:20]=[CH:19][C:18]([Cl:21])=[CH:17][CH:16]=2)[CH:12]=1)=[O:7])C>CO>[Cl:21][C:18]1[CH:17]=[CH:16][C:15]([CH2:14][CH2:13][C:11]2[CH:12]=[C:8]([C:6]([OH:7])=[O:5])[NH:9][CH:10]=2)=[CH:20][CH:19]=1 |f:0.1|. Procedure: Freshly prepared aq. NaOH (10 M in H2O, 4.84 mmol) was added to a stirring, room temperature solution of 38 (0.2689 g, 0.968 mmol) in MeOH (2.42 mL, 0.4 M) under N2. The reaction was heated to reflux until the reaction was judged complete by HPLC (30 min): The product was concentrated and then dissolved in 5 mL H2O. The product was extracted with EtOAc, then the aqueous layer was made acidic (pH=2) with the dropwise addition of 10% aq. HCl. The white solid that precipitated from the reaction was... Reactants: NC=1C(N(C(N(C1N)CC)=O)CC)=O (5,6-diamino-1,3-diethyluracil), [N+](=O)([O-])C=1C=C(C=CC(=O)O)C=CC1 (3-nitrocinnamic acid). Product: C(C)N1C(=O)N(C=2N=C(NC2C1=O)\C=C\C1=CC(=CC=C1)[N+](=O)[O-])CC ((E)-1,3-Diethyl-8-(3-nitrostyryl)xanthine). The yield is 44.9%. As a reaction SMILES: [NH2:1][C:2]1[C:3](=[O:14])[N:4]([CH2:12][CH3:13])[C:5](=[O:11])[N:6]([CH2:9][CH3:10])[C:7]=1[NH2:8].[N+:15]([C:18]1[CH:19]=[C:20]([CH:26]=[CH:27][CH:28]=1)[CH:21]=[CH:22][C:23](O)=O)([O-:17])=[O:16]>>[CH2:12]([N:4]1[C:3](=[O:14])[C:2]2[NH:1][C:23](/[CH:22]=[CH:21]/[C:20]3[CH:26]=[CH:27][CH:28]=[C:18]([N+:15]([O-:17])=[O:16])[CH:19]=3)=[N:8][C:7]=2[N:6]([CH2:9][CH3:10])[C:5]1=[O:11])[CH3:13]. Procedure details: Substantially the same procedure as in Example 7 was repeated using 2.5 g (12.6 mmol) of 5,6-diamino-1,3-diethyluracil and 2.68 g (13.9 mmol) of 3-nitrocinnamic acid. Then, the resultant crude crystals were recrystallized from dioxane/water to give 2.01 g (yield 30%) of Compound 152 as a yellow powder.